Task: describe an organic reaction: reactants, conditions, products, and yield. Dataset: the Open Reaction Database (ORD), a public repository of structured organic reaction records The reactants are O=C(NC1Cc2ccc(Br)cc2C1)c1ccc(OCC2CC2)cc1, C1CCOC1, CC(=O)O, [Li]C, [Li]CCCC, CN(C)C=O, O. Product: O=Cc1ccc2c(c1)CC(NC(=O)c1ccc(OCC3CC3)cc1)C2. Reaction SMILES: [Br:1][c:2]1[cH:3][c:4]2[c:8]([cH:9][cH:10]1)[CH2:7][CH:6]([NH:11][C:12]([c:13]1[cH:14][cH:15][c:16]([O:19][CH2:20][CH:21]3[CH2:22][CH2:23]3)[cH:17][cH:18]1)=[O:24])[CH2:5]2.[CH2:25]1[CH2:27][CH2:26][CH2:28][O:29]1.[CH3:38][C:39](=[O:40])[OH:41].[Li:30][CH3:31].[Li:32][CH2:33][CH2:34][CH2:35][CH3:36].[O:42]=[CH:43][N:44]([CH3:45])[CH3:46].[OH2:37]>>[c:2]1([CH:28]=[O:29])[cH:3][c:4]2[c:8]([cH:9][cH:10]1)[CH2:7][CH:6]([NH:11][C:12]([c:13]1[cH:14][cH:15][c:16]([O:19][CH2:20][CH:21]3[CH2:22][CH2:23]3)[cH:17][cH:18]1)=[O:24])[CH2:5]2. The reactants are C, CCN(C(C)C)C(C)C, ClCCl, Cc1cc(CCC(=O)c2sc(C)c3c2CC2C3C2(C)C)cc(C)c1OCCCO, O=S(=O)(Cl)Cl. The product is Cc1cc(CCC(=O)c2sc(C)c3c2CC2C3C2(C)C)cc(C)c1OCCCOS(C)(=O)=O. As a reaction SMILES: [CH4:44].[CH:30]([N:31]([CH2:32][CH3:33])[CH:34]([CH3:35])[CH3:36])([CH3:37])[CH3:38].[Cl:45][CH2:46][Cl:47].[OH:1][CH2:2][CH2:3][CH2:4][O:5][c:6]1[c:7]([CH3:29])[cH:8][c:9]([CH2:13][CH2:14][C:15](=[O:16])[c:17]2[c:18]3[c:22]([c:23]([CH3:25])[s:24]2)[CH:21]2[CH:20]([CH2:19]3)[C:26]2([CH3:27])[CH3:28])[cH:10][c:11]1[CH3:12].[S:39](=[O:40])(=[O:41])([Cl:42])[Cl:43]>>[O:1]([CH2:2][CH2:3][CH2:4][O:5][c:6]1[c:7]([CH3:29])[cH:8][c:9]([CH2:13][CH2:14][C:15](=[O:16])[c:17]2[c:18]3[c:22]([c:23]([CH3:25])[s:24]2)[CH:21]2[CH:20]([CH2:19]3)[C:26]2([CH3:27])[CH3:28])[cH:10][c:11]1[CH3:12])[S:39](=[O:40])(=[O:41])[CH3:44]. The reactants are BrC=1C=C2C(=NC1)N(C(=N2)C2=C(C=CC=C2)SCC)C (6-bromo-2-(2-ethylsulfanylphenyl)-3-methyl-3H-imidazo[4,5-b]pyridine), CN1CCCC1=O (NMP), FC(C(C(=O)[O-])(F)F)(F)F.[Na+] (sodium pentafluoropropionate), C(O)([O-])=O.[Na+] (sodium hydrogen carbonate). Reagents/catalysts: [Cu](I)I (copper iodide). Solvent: C=1(C(=CC=CC1)C)C (xylene). Reaction conditions: temperature 170 celsius. Yields the product C(C)SC1=C(C=CC=C1)C1=NC=2C(=NC=C(C2)C(C(F)(F)F)(F)F)N1C (2-(2-ethylsulfanylphenyl)-3-methyl-6-pentafluoroethyl-3H-imidazo[4,5-b]pyridine). The yield is 7.7%. RXN SMILES: Br[C:2]1[CH:3]=[C:4]2[N:10]=[C:9]([C:11]3[CH:16]=[CH:15][CH:14]=[CH:13][C:12]=3[S:17][CH2:18][CH3:19])[N:8]([CH3:20])[C:5]2=[N:6][CH:7]=1.CN1C(=O)CCC1.[F:28][C:29]([F:37])([F:36])[C:30]([F:35])([F:34])C([O-])=O.[Na+].C(=O)([O-])O.[Na+]>[Cu](I)I.C1(C)C(C)=CC=CC=1>[CH2:18]([S:17][C:12]1[CH:13]=[CH:14][CH:15]=[CH:16][C:11]=1[C:9]1[N:8]([CH3:20])[C:5]2=[N:6][CH:7]=[C:2]([C:30]([F:35])([F:34])[C:29]([F:37])([F:36])[F:28])[CH:3]=[C:4]2[N:10]=1)[CH3:19] |f:2.3,4.5|. Reported procedure: A mixture of 6-bromo-2-(2-ethylsulfanylphenyl)-3-methyl-3H-imidazo[4,5-b]pyridine (500 mg), NMP (24 ml), xylene (10 ml), copper iodide (1.1 g), and sodium pentafluoropropionate (1.1 g) was heated to 170° C., and stirred with heating for 3 days. Into the reaction mixture cooled to room temperature, saturated aqueous sodium hydrogen carbonate solution was poured, and extracted with tert-butyl methyl ether. The organic layer was dried over sodium sulfate, and concentrated under reduced pressure. Th... Starting materials: C(C)OC(N(C1=C(C(=NC(=C1)Br)Br)[N+](=O)[O-])CC1=CC=CC=C1)=O (Benzyl-(2,6-dibromo-3-nitro-pyridin-4-yl)-carbamic acid ethyl ester), C(C)(=O)OCC (ethyl acetate), O (water), N (ammonia). Solvent: CC1OCCC1 (2-methyl-tetrahydrofuran). Conditions: time 36 hour. The product is C(C)OC(N(CC1=CC=CC=C1)C1=C(C(=NC(=C1)Br)N)[N+](=O)[O-])=O ((2-Amino-6-bromo-3-nitro-pyridin-4-yl)-benzyl-carbamic acid ethyl ester). RXN SMILES: [CH2:1]([O:3][C:4](=[O:24])[N:5]([CH2:17][C:18]1[CH:23]=[CH:22][CH:21]=[CH:20][CH:19]=1)[C:6]1[CH:11]=[C:10]([Br:12])[N:9]=[C:8](Br)[C:7]=1[N+:14]([O-:16])=[O:15])[CH3:2].[NH3:25].C(OCC)(=O)C.O>CC1CCCO1>[CH2:1]([O:3][C:4](=[O:24])[N:5]([C:6]1[CH:11]=[C:10]([Br:12])[N:9]=[C:8]([NH2:25])[C:7]=1[N+:14]([O-:16])=[O:15])[CH2:17][C:18]1[CH:23]=[CH:22][CH:21]=[CH:20][CH:19]=1)[CH3:2]. Procedure: Benzyl-(2,6-dibromo-3-nitro-pyridin-4-yl)-carbamic acid ethyl ester (7.50 g) was dissolved in 2-methyl-tetrahydrofuran (15 ml) and the solution placed in a sealable vessel. Concentrated aqueous ammonia solution (15 ml) was added and the vial was then sealed and the bi-phasic mixture left to stir vigorously at room temperature for 36 hours. The reaction mixture was then transferred to a separating funnel and ethyl acetate (120 ml) and water (120 ml) were added. The phases were separated, and then... Starting materials: ClCCl, Cc1[nH]cc2c1-c1ccc(Cl)cc1C(c1ccccc1F)=NC2, O=C(Cl)C(Cl)(Cl)Cl. Yields the product Cc1[nH]c(C(=O)C(Cl)(Cl)Cl)c2c1-c1ccc(Cl)cc1C(c1ccccc1F)=NC2. Reaction SMILES: [CH2:31]([Cl:32])[Cl:33].[Cl:1][c:2]1[cH:3][c:4]2[c:5]([cH:22][cH:23]1)-[c:6]1[c:7]([cH:18][nH:19][c:20]1[CH3:21])[CH2:8][N:9]=[C:10]2[c:11]1[c:12]([F:17])[cH:13][cH:14][cH:15][cH:16]1.[Cl:24][C:25]([C:26](=[O:27])[Cl:28])([Cl:29])[Cl:30]>>[Cl:1][c:2]1[cH:3][c:4]2[c:5]([cH:22][cH:23]1)-[c:6]1[c:7]([c:18]([C:26]([C:25]([Cl:24])([Cl:29])[Cl:30])=[O:27])[nH:19][c:20]1[CH3:21])[CH2:8][N:9]=[C:10]2[c:11]1[c:12]([F:17])[cH:13][cH:14][cH:15][cH:16]1. Reactants: O1C(CCCC1)N1C2=NC=NC(=C2N=C1)C=1C(=NC=CC1)NC=1C=CC(=NC1)NC(C)=O (N-(5-(3-(9-(tetrahydro-2H-pyran-2-yl)-9H-purin-6-yl)pyridin-2-ylamino)pyridin-2-yl)acetamide). The solvent is Cl (HCl). The product is N1=CN=C2NC=NC2=C1C=1C(=NC=CC1)NC=1C=NC(=CC1)N (N3-(3-(9H-Purin-6-yl)Pyridin-2-yl)Pyridine-3,6-Diamine). As a reaction SMILES: O1CCCCC1[N:7]1[CH:15]=[N:14][C:13]2[C:8]1=[N:9][CH:10]=[N:11][C:12]=2[C:16]1[C:17]([NH:22][C:23]2[CH:24]=[CH:25][C:26]([NH:29]C(=O)C)=[N:27][CH:28]=2)=[N:18][CH:19]=[CH:20][CH:21]=1>Cl>[N:11]1[C:12]([C:16]2[C:17]([NH:22][C:23]3[CH:28]=[N:27][C:26]([NH2:29])=[CH:25][CH:24]=3)=[N:18][CH:19]=[CH:20][CH:21]=2)=[C:13]2[C:8]([NH:7][CH:15]=[N:14]2)=[N:9][CH:10]=1. Procedure details: A solution of N-(5-(3-(9-(tetrahydro-2H-pyran-2-yl)-9H-purin-6-yl)pyridin-2-ylamino)pyridin-2-yl)acetamide (18.8 mg, 44 μmol) in 5N aqueous HCl (1 mL) was heated at 95° C. for 1 h, after which time LCMS indicated conversion to desired product. The solution was made slightly alkaline with 5N aqueous NaOH (about pH 8) and the resulting precipitate was collected by filtration, washing with water, and dried to give N3-(3-(9H-purin-6-yl)pyridin-2-yl)pyridine-3,6-diamine (6.0 mg, 45% yield) as a dark ... The reactants are sodium alkoxide, [Na].FC=1C=C(COCC2=CC(=C(C=C2)F)F)C=CC1F (sodium 3,4-difluorobenzyloxide), CS(=O)(=O)C1=NC(=C(C(=N1)C1=C(C=C(C=C1)Cl)Cl)C1=CC=C(C=C1)Cl)S(=O)(=O)C (2,6-Bis(methylsulfonyl)-4-[2,4-dichlorophenyl]-5-[4-chlorophenyl]-pyrimidine). The product is FC=1C=C(COC2=NC(=C(C(=N2)OCC2=CC(=C(C=C2)F)F)C2=CC=C(C=C2)Cl)C2=C(C=C(C=C2)Cl)Cl)C=CC1F (2,4-bis-(3,4-Difluorobenyloxy)-5-(4-chlorophenyl)-6-(2,4-dichlorophenyl)pyrimidine). Reaction SMILES: [Na].FC1C=C(C=CC=1F)C[O:7][CH2:8][C:9]1[CH:14]=[CH:13][C:12]([F:15])=[C:11]([F:16])[CH:10]=1.CS([C:25]1[N:30]=[C:29]([C:31]2[CH:36]=[CH:35][C:34]([Cl:37])=[CH:33][C:32]=2[Cl:38])[C:28]([C:39]2[CH:44]=[CH:43][C:42]([Cl:45])=[CH:41][CH:40]=2)=[C:27](S(C)(=O)=O)[N:26]=1)(=O)=O>>[F:16][C:11]1[CH:10]=[C:9]([CH:14]=[CH:13][C:12]=1[F:15])[CH2:8][O:7][C:25]1[N:26]=[C:27]([O:7][CH2:8][C:9]2[CH:14]=[CH:13][C:12]([F:15])=[C:11]([F:16])[CH:10]=2)[C:28]([C:39]2[CH:44]=[CH:43][C:42]([Cl:45])=[CH:41][CH:40]=2)=[C:29]([C:31]2[CH:36]=[CH:35][C:34]([Cl:37])=[CH:33][C:32]=2[Cl:38])[N:30]=1 |f:0.1,^1:0|. Procedure: In Examples 17-19, the procedure described in Example 16 was followed but with substitution of the appropriate sodium alkoxide (2 eq) for sodium-3,4-difluorobenzyloxide in the reaction with 2,4-bis(methylsulfonyl)-5-[4-chlorophenyl]-6-[2,4-dichlorophenyl]pyrimidine (Reference Example 5) to afford the following compounds: Reactants: BrCC=1C=CC(=NC1)C1=CC=CC=C1 (5-(Bromomethyl)-2-phenylpyridine), C1=NC=C(C2=CC=CC=C12)B(O)O (isoquinolin-4-ylboronic acid). Conditions: time 30 minute. Product: C1(=CC=CC=C1)C1=CC=C(C=N1)CC1=CN=CC2=CC=CC=C12 (4-((6-Phenylpyridin-3-yl)methyl)isoquinoline). Reaction SMILES: Br[CH2:2][C:3]1[CH:4]=[CH:5][C:6]([C:9]2[CH:14]=[CH:13][CH:12]=[CH:11][CH:10]=2)=[N:7][CH:8]=1.[CH:15]1[C:24]2[C:19](=[CH:20][CH:21]=[CH:22][CH:23]=2)[C:18](B(O)O)=[CH:17][N:16]=1>>[C:9]1([C:6]2[N:7]=[CH:8][C:3]([CH2:2][C:18]3[C:19]4[C:24](=[CH:23][CH:22]=[CH:21][CH:20]=4)[CH:15]=[N:16][CH:17]=3)=[CH:4][CH:5]=2)[CH:14]=[CH:13][CH:12]=[CH:11][CH:10]=1. Procedure: Synthesized using compound 61a (109 mg, 0.44 mmol) and isoquinolin-4-ylboronic acid (114 mg, 0.66 mmol) according to Method C. Crude product was purified by flash chromatography on silica-gel using a mixture of hexane/ethyl acetate (3:1) as eluent. After flash chromatography the product was solved in ethyl acetate and a few drops of conc. HCl and water were added. After stirring for 30 minutes the phases were separated and water phase was neutralized with aqueous Na2CO3-solution (2M). After extr... The reactants are [Br-], COC(=O)c1ccc(C=O)cc1, COC(=O)c1ccc(C[P+](c2ccccc2)(c2ccccc2)c2ccccc2)c(Cl)c1, C1CCOC1. RXN SMILES: [Br-:1].[CH:33](=[O:34])[c:35]1[cH:36][cH:37][c:38]([C:39](=[O:40])[O:41][CH3:42])[cH:43][cH:44]1.[Cl:2][c:3]1[c:4]([CH2:5][P+:6]([c:7]2[cH:8][cH:9][cH:10][cH:11][cH:12]2)([c:13]2[cH:14][cH:15][cH:16][cH:17][cH:18]2)[c:19]2[cH:20][cH:21][cH:22][cH:23][cH:24]2)[cH:25][cH:26][c:27]([C:29](=[O:30])[O:31][CH3:32])[cH:28]1.[O:45]1[CH2:46][CH2:47][CH2:48][CH2:49]1>>[Cl:2][c:3]1[c:4]([CH:5]=[CH:33][c:35]2[cH:36][cH:37][c:38]([C:39](=[O:40])[O:41][CH3:42])[cH:43][cH:44]2)[cH:25][cH:26][c:27]([C:29](=[O:30])[O:31][CH3:32])[cH:28]1. The product is COC(=O)c1ccc(C=Cc2ccc(C(=O)OC)cc2Cl)cc1. Starting materials: ClC1=CC(=C(C=C1)C)CCC=O (4-chloro-2-(3-oxopropyl)toluene), [BH4-].[Na+] (NaBH4), Cl (HCl). Solvent: O (water), CO (MeOH). Yields the product ClC1=CC(=C(C=C1)C)CCCO (4-Chloro-2-(3-hydroxypropyl)toluene). Reaction SMILES: [Cl:1][C:2]1[CH:7]=[CH:6][C:5]([CH3:8])=[C:4]([CH2:9][CH2:10][CH:11]=[O:12])[CH:3]=1.[BH4-].[Na+].Cl>CO.O>[Cl:1][C:2]1[CH:7]=[CH:6][C:5]([CH3:8])=[C:4]([CH2:9][CH2:10][CH2:11][OH:12])[CH:3]=1 |f:1.2|. Reported procedure: To a solution of 4-chloro-2-(3-oxopropyl)toluene in MeOH was added excess NaBH4 at room temperature and the mixture was diluted with water, treated with 1N HCl, and extracted with AcOEt. The extracts was dried and concentrated to give quantitatively the title compound: 1H NMR (CDCl3) δ7.14 (bd, 1H, J=9 Hz), 7.06 (d, 1H, J=9 Hz), 7.05 (bs, 1H), 3.66~3.77 (m, 2H), 2.68 (t, 2H, J=7.2 Hz), 2.30 (s, 3H), 1.83 (5et, 2H, J=7.2 Hz), 1.35~1.44 (br, 1H).